describe an organic reaction: reactants, conditions, products, and yield From a dataset of the Open Reaction Database (ORD), a public repository of structured organic reaction records. Reactants: CCOC(=O)c1ccc2c(c1)NC(=O)C(P(=O)(OCC)OCC)S2, C1CCOC1, COc1ccc(C=CC=O)cc1, [H-], [Na+]. Reaction SMILES: [CH2:15]([O:16][P:17]([O:18][CH2:19][CH3:20])(=[O:21])[CH:23]1[S:24][c:25]2[c:26]([cH:30][c:31]([C:34](=[O:35])[O:36][CH2:37][CH3:38])[cH:32][cH:33]2)[NH:27][C:28]1=[O:29])[CH3:22].[CH2:39]1[O:40][CH2:41][CH2:42][CH2:43]1.[CH3:3][O:4][c:5]1[cH:6][cH:7][c:8]([CH:11]=[CH:12][CH:13]=[O:14])[cH:9][cH:10]1.[H-:1].[Na+:2]>>[CH3:3][O:4][c:5]1[cH:6][cH:7][c:8]([CH:11]=[CH:12][CH:13]=[C:23]2[S:24][c:25]3[c:26]([cH:30][c:31]([C:34](=[O:35])[O:36][CH2:37][CH3:38])[cH:32][cH:33]3)[NH:27][C:28]2=[O:29])[cH:9][cH:10]1. Yields the product CCOC(=O)c1ccc2c(c1)NC(=O)C(=CC=Cc1ccc(OC)cc1)S2. Reactants: COC(=O)C(CCN)NC(=O)OCc1ccccc1, CN1CCOCC1, O=C(O)C(F)(F)F, CN(C)C=O, O, On1nnc2ccccc21, O=C(O)Cn1ccc2cnccc21. Yields the product COC(=O)C(CCNC(=O)Cn1ccc2cnccc21)NC(=O)OCc1ccccc1. RXN SMILES: [CH3:21][O:22][C:23]([CH:24]([CH2:25][CH2:26][NH2:27])[NH:28][C:29](=[O:30])[O:31][CH2:32][c:33]1[cH:34][cH:35][cH:36][cH:37][cH:38]1)=[O:39].[CH3:40][N:41]1[CH2:42][CH2:43][O:44][CH2:45][CH2:46]1.[F:14][C:15]([F:16])([F:17])[C:18]([OH:19])=[O:20].[O:58]=[CH:59][N:60]([CH3:61])[CH3:62].[OH2:47].[OH:48][n:49]1[c:50]2[cH:51][cH:52][cH:53][cH:54][c:55]2[n:56][n:57]1.[n:1]1([CH2:10][C:11](=[O:12])[OH:13])[cH:2][cH:3][c:4]2[cH:5][n:6][cH:7][cH:8][c:9]12>>[n:1]1([CH2:10][C:11](=[O:13])[NH:27][CH2:26][CH2:25][CH:24]([C:23]([O:22][CH3:21])=[O:39])[NH:28][C:29](=[O:30])[O:31][CH2:32][c:33]2[cH:34][cH:35][cH:36][cH:37][cH:38]2)[cH:2][cH:3][c:4]2[cH:5][n:6][cH:7][cH:8][c:9]12.